Dataset: the Open Reaction Database (ORD), a public repository of structured organic reaction records. Task: describe an organic reaction: reactants, conditions, products, and yield Reactants: CC(C)(C)[SiH2]OC(c1ccccc1)(c1ccccc1)C1CCC(C#N)O1, C[O-], CO, [Na+]. Product: COC(=O)C1CCC(C(O[SiH2]C(C)(C)C)(c2ccccc2)c2ccccc2)O1. Reaction SMILES: [C:1]([CH3:2])([CH3:3])([CH3:4])[SiH2:5][O:6][C:7]([CH:8]1[CH2:9][CH2:10][CH:11]([C:13]#[N:14])[O:12]1)([c:15]1[cH:16][cH:17][cH:18][cH:19][cH:20]1)[c:21]1[cH:22][cH:23][cH:24][cH:25][cH:26]1.[CH3:27][O-:28].[CH3:30][OH:31].[Na+:29]>>[C:1]([CH3:2])([CH3:3])([CH3:4])[SiH2:5][O:6][C:7]([CH:8]1[CH2:9][CH2:10][CH:11]([C:13]([O:28][CH3:27])=[O:31])[O:12]1)([c:15]1[cH:16][cH:17][cH:18][cH:19][cH:20]1)[c:21]1[cH:22][cH:23][cH:24][cH:25][cH:26]1.